Dataset: the Open Reaction Database (ORD), a public repository of structured organic reaction records. Task: describe an organic reaction: reactants, conditions, products, and yield Reactants: O=C1OCc2cc(Br)ccc21, NCCc1ccccc1, CCOCC. Product: O=C(NCCc1ccccc1)c1ccc(Br)cc1CO. As a reaction SMILES: [Br:1][c:2]1[cH:3][c:4]2[c:9]([cH:10][cH:11]1)[C:7](=[O:8])[O:6][CH2:5]2.[CH2:12]([CH2:13][c:14]1[cH:15][cH:16][cH:17][cH:18][cH:19]1)[NH2:20].[CH3:21][CH2:22][O:23][CH2:24][CH3:25]>>[Br:1][c:2]1[cH:3][c:4]([CH2:5][OH:6])[c:9]([C:7](=[O:8])[NH:20][CH2:12][CH2:13][c:14]2[cH:15][cH:16][cH:17][cH:18][cH:19]2)[cH:10][cH:11]1.